This data is from the Open Reaction Database (ORD), a public repository of structured organic reaction records. The task is: describe an organic reaction: reactants, conditions, products, and yield Product: CCOC(=O)c1ccc2c(C(=O)NCc3ccc(F)c(F)c3)c(C(C)C)n(Cc3cccnc3)c2c1. Starting materials: CCOC(=O)c1ccc2c(C(=O)O)c(C(C)C)n(Cc3cccnc3)c2c1, ClCCCl, CN(C)c1ccncc1, ClCCl, NCc1ccc(F)c(F)c1. As a reaction SMILES: [CH2:1]([CH3:2])[O:3][C:4](=[O:5])[c:6]1[cH:7][cH:8][c:9]2[c:10]([C:25](=[O:26])[OH:27])[c:11]([CH:22]([CH3:23])[CH3:24])[n:12]([CH2:15][c:16]3[cH:17][n:18][cH:19][cH:20][cH:21]3)[c:13]2[cH:14]1.[CH2:28]([Cl:29])[CH2:30][Cl:31].[CH3:45][N:46]([c:47]1[cH:48][cH:49][n:50][cH:51][cH:52]1)[CH3:53].[Cl:42][CH2:43][Cl:44].[F:32][c:33]1[cH:34][c:35]([CH2:36][NH2:37])[cH:38][cH:39][c:40]1[F:41]>>[CH2:1]([CH3:2])[O:3][C:4](=[O:5])[c:6]1[cH:7][cH:8][c:9]2[c:10]([C:25](=[O:27])[NH:37][CH2:36][c:35]3[cH:34][c:33]([F:32])[c:40]([F:41])[cH:39][cH:38]3)[c:11]([CH:22]([CH3:23])[CH3:24])[n:12]([CH2:15][c:16]3[cH:17][n:18][cH:19][cH:20][cH:21]3)[c:13]2[cH:14]1. The reactants are COC1OC(c2nncn2Cc2ccccc2)C2OC(C)(C)OC12, CCOC(C)=O, CCO, [Pd]. Yields the product COC1OC(c2nnc[nH]2)C2OC(C)(C)OC12. RXN SMILES: [CH3:1][O:2][CH:3]1[O:4][CH:5]([c:13]2[n:14][n:15][cH:16][n:17]2[CH2:18][c:19]2[cH:20][cH:21][cH:22][cH:23][cH:24]2)[CH:6]2[CH:7]1[O:8][C:9]([CH3:11])([CH3:12])[O:10]2.[CH3:25][CH2:26][O:27][C:28](=[O:29])[CH3:30].[CH3:31][CH2:32][OH:33].[Pd:34]>>[CH3:1][O:2][CH:3]1[O:4][CH:5]([c:13]2[n:14][n:15][cH:16][nH:17]2)[CH:6]2[CH:7]1[O:8][C:9]([CH3:11])([CH3:12])[O:10]2. Reactants: C1(=CC=CC=C1)C1=CC(=NO1)C(O)C1=CC(=C(C(=C1)OC)OC)OC ((5-Phenylisoxazol-3-yl)(3,4,5-trimethoxyphenyl)methanol), CC(=O)OI1(C=2C=CC=CC2C(=O)O1)(OC(=O)C)OC(=O)C (Dess-Martin reagent). The solvent is C(Cl)Cl (CH2Cl2). Reaction conditions: time 30 minute. Product: C1(=CC=CC=C1)C1=CC(=NO1)C(=O)C1=CC(=C(C(=C1)OC)OC)OC ((5-Phenylisoxazol-3-yl)(3,4,5-trimethoxyphenyl)methanone). Yield: 70.1%. Reaction SMILES: [C:1]1([C:7]2[O:11][N:10]=[C:9]([CH:12]([C:14]3[CH:19]=[C:18]([O:20][CH3:21])[C:17]([O:22][CH3:23])=[C:16]([O:24][CH3:25])[CH:15]=3)[OH:13])[CH:8]=2)[CH:6]=[CH:5][CH:4]=[CH:3][CH:2]=1.CC(OI1(OC(C)=O)(OC(C)=O)OC(=O)C2C=CC=CC1=2)=O>C(Cl)Cl>[C:1]1([C:7]2[O:11][N:10]=[C:9]([C:12]([C:14]3[CH:19]=[C:18]([O:20][CH3:21])[C:17]([O:22][CH3:23])=[C:16]([O:24][CH3:25])[CH:15]=3)=[O:13])[CH:8]=2)[CH:6]=[CH:5][CH:4]=[CH:3][CH:2]=1. Procedure: To a solution of 40i (0.110 g, 0.73 mmoL) in 8 mL anhydrous CH2Cl2 was added Dess-Martin reagent (0.274 g, 0.645 mmol). The mixture was allowed to stir for 30 min and quenched with sat. Na2S2O3 solution, extracted with ethyl acetate and dried with MgSO4. The solvent was removed under reduced pressure to yield a crude product, which was purified by column chromatography to give pure compound 1i (70.1%). 1H NMR (CDCl3) δ 7.87-7.85 (m, 2H), 7.72 (s, 2H), 7.53-7.49 (m, 3H), 7.05 (s, 1H), 7.82 (d, 1H...